Dataset: the Open Reaction Database (ORD), a public repository of structured organic reaction records. Task: describe an organic reaction: reactants, conditions, products, and yield The reactants are CC=1NC=CN1 (2-methylimidazole), ClC=1N=C(C2=C(N1)SC(=C2)C(F)(F)F)NCC2=CC(=CC=C2)[N+](=O)[O-] (2-chloro-6-trifluoromethyl-4-(3-nitrobenzylamino)-thieno-[2,3-d]-pyrimidine). The product is CC=1N(C=CN1)C=1N=C(C2=C(N1)SC(=C2)C(F)(F)F)NCC2=CC(=CC=C2)[N+](=O)[O-] (2-(2-methylimidazol-1-yl)-6-trifluoromethyl-4-(3-nitrobenzylamino)-thieno-[2,3-d]-pyrimidine). As a reaction SMILES: [CH3:1][C:2]1[NH:3][CH:4]=[CH:5][N:6]=1.Cl[C:8]1[N:9]=[C:10]([NH:21][CH2:22][C:23]2[CH:28]=[CH:27][CH:26]=[C:25]([N+:29]([O-:31])=[O:30])[CH:24]=2)[C:11]2[CH:16]=[C:15]([C:17]([F:20])([F:19])[F:18])[S:14][C:12]=2[N:13]=1>>[CH3:1][C:2]1[N:3]([C:8]2[N:9]=[C:10]([NH:21][CH2:22][C:23]3[CH:28]=[CH:27][CH:26]=[C:25]([N+:29]([O-:31])=[O:30])[CH:24]=3)[C:11]3[CH:16]=[C:15]([C:17]([F:19])([F:20])[F:18])[S:14][C:12]=3[N:13]=2)[CH:4]=[CH:5][N:6]=1. Procedure details: Following the procedure of Example 97, the reaction of 2-methylimidazole with 2-chloro-6-trifluoromethyl-4-(3-nitrobenzylamino)-thieno-[2,3-d]-pyrimidine gives 2-(2-methylimidazol-1-yl)-6-trifluoromethyl-4-(3-nitrobenzylamino)-thieno-[2,3-d]-pyrimidine.